Dataset: the Open Reaction Database (ORD), a public repository of structured organic reaction records. Task: describe an organic reaction: reactants, conditions, products, and yield The reactants are CC12CC3CC(C)(C1)CC(N(CC(=O)O)C(=O)OC(C)(C)C)(C3)C2, CCOC(C)=O, Cl, [K+], [K+], O=[Mn](=O)(=O)[O-], [OH-], O. The product is CC12CC3(C)CC(O)(C1)CC(N(CC(=O)O)C(=O)OC(C)(C)C)(C2)C3. Reaction SMILES: [C:1](=[O:2])([O:3][C:4]([CH3:5])([CH3:6])[CH3:7])[N:8]([CH2:9][C:10](=[O:11])[OH:12])[C:13]12[CH2:14][C:15]3([CH3:24])[CH2:16][C:17]([CH3:23])([CH2:18][CH:19]([CH2:20]1)[CH2:21]3)[CH2:22]2.[CH3:35][CH2:36][O:37][C:38]([CH3:39])=[O:40].[ClH:31].[K+:30].[K+:33].[Mn:25](=[O:26])([O-:27])(=[O:28])=[O:29].[OH-:32].[OH2:34]>>[C:1](=[O:2])([O:3][C:4]([CH3:5])([CH3:6])[CH3:7])[N:8]([CH2:9][C:10](=[O:11])[OH:12])[C:13]12[CH2:14][C:15]3([CH3:24])[CH2:16][C:17]([CH3:23])([CH2:18][C:19]([OH:26])([CH2:20]1)[CH2:21]3)[CH2:22]2. Starting materials: Cc1n[nH]c(C=Cc2ccccc2)c1-c1ccncc1, Cc1n[nH]c(CCc2ccccc2)c1-c1ccncc1, CO. Product: Cc1n[nH]c(CCc2ccccc2)c1-c1ccncc1. As a reaction SMILES: [CH3:1][c:2]1[n:3][nH:4][c:5]([CH:13]=[CH:14][c:15]2[cH:16][cH:17][cH:18][cH:19][cH:20]2)[c:6]1-[c:7]1[cH:8][cH:9][n:10][cH:11][cH:12]1.[CH3:21][c:22]1[c:23](-[c:24]2[cH:25][cH:26][n:27][cH:28][cH:29]2)[c:30]([CH2:31][CH2:32][c:33]2[cH:34][cH:35][cH:36][cH:37][cH:38]2)[nH:39][n:40]1.[CH3:41][OH:42]>>[CH3:1][c:2]1[n:3][nH:4][c:5]([CH2:13][CH2:14][c:15]2[cH:16][cH:17][cH:18][cH:19][cH:20]2)[c:6]1-[c:7]1[cH:8][cH:9][n:10][cH:11][cH:12]1. Starting materials: COc1cc2nccc(Oc3ccc(N)cc3)c2cc1OC, Cc1ccccc1, O=C=NC1CCCCC1, O. The product is COc1cc2nccc(Oc3ccc(NC(=O)NC4CCCCC4)cc3)c2cc1OC. As a reaction SMILES: [CH3:1][O:2][c:3]1[cH:4][c:5]2[c:6]([O:15][c:16]3[cH:17][cH:18][c:19]([NH2:22])[cH:20][cH:21]3)[cH:7][cH:8][n:9][c:10]2[cH:11][c:12]1[O:13][CH3:14].[CH3:33][c:34]1[cH:35][cH:36][cH:37][cH:38][cH:39]1.[O:23]=[C:24]=[N:25][CH:26]1[CH2:27][CH2:28][CH2:29][CH2:30][CH2:31]1.[OH2:32]>>[CH3:1][O:2][c:3]1[cH:4][c:5]2[c:6]([O:15][c:16]3[cH:17][cH:18][c:19]([NH:22][C:24](=[O:23])[NH:25][CH:26]4[CH2:27][CH2:28][CH2:29][CH2:30][CH2:31]4)[cH:20][cH:21]3)[cH:7][cH:8][n:9][c:10]2[cH:11][c:12]1[O:13][CH3:14]. Starting materials: Br.C(C)(=O)O (hydrogen bromide acetic acid), CS(=O)C (dimethylsulfoxide), C(=C)S(=O)(=O)NCCCC1=CC=C(C=C1)C=1CCC(NN1)=O (6-[4-(3-vinylsulfonylaminopropyl)phenyl]-4,5-dihydropyridazin-3(2H)-one). Reaction conditions: time 4.5 hour. The product is CSCCS(=O)(=O)NCCCC1=CC=C(C=C1)C=1C=CC(NN1)=O (6-[4-(3-(2-methylthioethyl)sulfonylaminopropyl)phenyl]pyridazin-3(2H)-one). The yield is 64.4%. RXN SMILES: Br.C(O)(=O)C.[CH:6]([S:8]([NH:11][CH2:12][CH2:13][CH2:14][C:15]1[CH:20]=[CH:19][C:18]([C:21]2[CH2:22][CH2:23][C:24](=[O:27])[NH:25][N:26]=2)=[CH:17][CH:16]=1)(=[O:10])=[O:9])=[CH2:7].[CH3:28][S:29](C)=O>>[CH3:28][S:29][CH2:7][CH2:6][S:8]([NH:11][CH2:12][CH2:13][CH2:14][C:15]1[CH:20]=[CH:19][C:18]([C:21]2[CH:22]=[CH:23][C:24](=[O:27])[NH:25][N:26]=2)=[CH:17][CH:16]=1)(=[O:9])=[O:10] |f:0.1|. Reported procedure: 1.7 g of dimethylsulfoxide was added to a 25% hydrogen bromide-acetic acid suspension (50 ml) containing 5.30 g of 6-[4-(3-vinylsulfonylaminopropyl)phenyl]-4,5-dihydropyridazin-3(2H)-one, and the mixture was stirred at room temperature for 4.5 hours. After hydrogen bromide and acetic acid were removed, a 15% aqueous sodium methyl mercaptide solution (100 ml) was added to the residue, and the mixture was stirred at 60° C. for 1.5 hours. After cooling, the mixture was neutralized with hydrochloric... Reactants: CN (Methylamine), C1=C(C=CC2=CC=CC=C12)C=CC(C=CC1=CC2=CC=CC=C2C=C1)=O (1,5-Bis(2-naphthyl)-1,4-pentadien-3-one), O (water). Solvent: CN(C=O)C (dimethyl formamide). Run at time 72 hour. Yields the product C1=C(C=CC2=CC=CC=C12)C1N(C(CC(C1)=O)C1=CC2=CC=CC=C2C=C1)C (2,6-Bis(2-naphthyl)-1-methyl-4-piperidone). Isolated yield 21.9%. Reaction SMILES: [CH:1]1[C:10]2[C:5](=[CH:6][CH:7]=[CH:8][CH:9]=2)[CH:4]=[CH:3][C:2]=1[CH:11]=[CH:12][C:13](=[O:26])[CH:14]=[CH:15][C:16]1[CH:25]=[CH:24][C:23]2[C:18](=[CH:19][CH:20]=[CH:21][CH:22]=2)[CH:17]=1.[CH3:27][NH2:28].O>CN(C)C=O>[CH:17]1[C:18]2[C:23](=[CH:22][CH:21]=[CH:20][CH:19]=2)[CH:24]=[CH:25][C:16]=1[CH:15]1[CH2:14][C:13](=[O:26])[CH2:12][CH:11]([C:2]2[CH:3]=[CH:4][C:5]3[C:10](=[CH:9][CH:8]=[CH:7][CH:6]=3)[CH:1]=2)[N:28]1[CH3:27]. Procedure: 1,5-Bis(2-naphthyl)-1,4-pentadien-3-one (25, 0.82 g, 2.5 mmol) was dissolved in dimethyl formamide (15 ml). Methylamine (51, 1.30 ml, 15.1 mmol, 40% in water) was added and the mixture stirred for 72 hr at room temperature. The mixture was poured into water (100 ml) and stirred for 24 hr at room temperature. The resulting mixture was extracted into ethyl acetate, washed with saturated sodium chloride, dried over magnesium sulfate, filtered and evaporated to afford a solid. The crude solid was ch... Reagents/catalysts: [Cu]I (CuI). Reactants: ClC1=C(C=CC(=C1)Cl)CO ((2,4-dichlorophenyl)methanol), ClC1=NC=CC(=C1)I (2-chloro-4-iodopyridine), C(=O)([O-])[O-].[Cs+].[Cs+] (Cs2CO3), N1=CC=CC2=CC=C3C=CC=NC3=C12 (1,10-phenanthroline), NH4OAc. Yields the product EtOAc hexanes, ClC1=C(COC2=CC(NC=C2)=O)C=CC(=C1)Cl (4-(2,4-Dichlorobenzyloxy)pyridin-2(1H)-one). Conditions: temperature 105 celsius, time 4 day. Reported procedure: A suspension of (2,4-dichlorophenyl)methanol (4.10 g, 23.2 mmol), 2-chloro-4-iodopyridine (5.05 g, 21.1 mmol), Cs2CO3 (8.94 g, 27.4 mmol), CuI (4.01 g, 21.1 mmol) and 1,10-phenanthroline (760 mg, 4.22 mmol) in toluene (20 mL) was degassed by bubbling N2 through the suspension for 15 min. The suspension was put under N2, and heated at 105° C. for 18 h. The suspension was cooled, EtOAc (50 mL) was added, and the resulting suspension was passed through a plug of SiO2. The resulting solution was con... The solvent is C1(=CC=CC=C1)C (toluene), C(=O)O.O (HCO2H H2O). Yield: 23.9%. RXN SMILES: [Cl:1][C:2]1[CH:7]=[C:6]([Cl:8])[CH:5]=[CH:4][C:3]=1[CH2:9][OH:10].Cl[C:12]1[CH:17]=[C:16](I)[CH:15]=[CH:14][N:13]=1.C([O-])([O-])=[O:20].[Cs+].[Cs+].N1C2C(=CC=C3C=2N=CC=C3)C=CC=1>C1(C)C=CC=CC=1.[Cu]I.C(O)=O.O>[Cl:1][C:2]1[CH:7]=[C:6]([Cl:8])[CH:5]=[CH:4][C:3]=1[CH2:9][O:10][C:16]1[CH:15]=[CH:14][NH:13][C:12](=[O:20])[CH:17]=1 |f:2.3.4,8.9|. Starting materials: ClC1=NC=CC=C1 (2-chloro pyridine), N1C(C=CC=C1)=O (pyridone), ClC1=C2C3=C(C(=NC2=CC=N1)N[C@H](C(C)C)C(F)(F)F)C=CN=C3 (1-chloro-N-[(1R)-2-methyl-1-(trifluoromethyl)propyl]pyrido[4,3-c]-1,6-naphthyridin-6-amine), [OH-].[K+] (KOH). The reagents and catalysts are C=1C=CC(=CC1)/C=C/C(=O)/C=C/C2=CC=CC=C2.C=1C=CC(=CC1)/C=C/C(=O)/C=C/C2=CC=CC=C2.C=1C=CC(=CC1)/C=C/C(=O)/C=C/C2=CC=CC=C2.[Pd].[Pd] (Pd2 (dba)3). Run in O (water), CCOC(=O)C (EtOAc), O1CCOCC1 (dioxane), O (water). Reaction conditions: temperature 100 celsius. The product is CC([C@H](C(F)(F)F)NC1=NC=2C=CNC(C2C2=C1C=CN=C2)=O)C (6-{[(1R)-2-methyl-1-(trifluoromethyl)propyl]amino}pyrido[4,3-c]-1,6-naphthyridin-1(2H)-one). As a reaction SMILES: ClC1C=CC=CN=1.[NH:8]1[CH:13]=[CH:12][CH:11]=[CH:10][C:9]1=[O:14].ClC1N=CC=C2C=1[C:18]1[CH:38]=[N:37][CH:36]=[CH:35][C:19]=1[C:20]([NH:26][C@@H:27]([C:31]([F:34])([F:33])[F:32])[CH:28]([CH3:30])[CH3:29])=[N:21]2.[OH-].[K+]>O1CCOCC1.O.C1C=CC(/C=C/C(/C=C/C2C=CC=CC=2)=O)=CC=1.C1C=CC(/C=C/C(/C=C/C2C=CC=CC=2)=O)=CC=1.C1C=CC(/C=C/C(/C=C/C2C=CC=CC=2)=O)=CC=1.[Pd].[Pd].CCOC(C)=O>[CH3:29][CH:28]([CH3:30])[C@@H:27]([NH:26][C:20]1[C:19]2[CH:18]=[CH:38][N:37]=[CH:36][C:35]=2[C:10]2[C:9](=[O:14])[NH:8][CH:13]=[CH:12][C:11]=2[N:21]=1)[C:31]([F:34])([F:32])[F:33] |f:3.4,7.8.9.10.11|. Procedure details: The 2-chloro pyridine was converted the pyridone following the procedure of J. Am. Chem. Soc. 2006, 128, 1094-10695. To a solution of 1-chloro-N-[(1R)-2-methyl-1-(trifluoromethyl)propyl]pyrido[4,3-c]-1,6-naphthyridin-6-amine (1100 mg, 3.10 mmol) in dioxane (10 mL) and water (10 mL) was added KOH (696 mg, 12.4 mmol), 1-[2′-(di-tert-butylphosphino)-2,6-diisopropylbiphenyl-4-yl]ethyl (263 mg, 0.62 mmol) and Pd2 (dba)3 (284 mg, 0.31 mmol). The stirring solution was heated to 100° C. overnight. The r... Reactants: C(C)C1=NC=2C(=NC(=CC2C)C)N1CC=1C=C2C=CC(=NC2=CC1)C1=C(C=CC=C1)C=1N=NN(N1)C(C1=CC=CC=C1)(C1=CC=CC=C1)C1=CC=CC=C1 (2-ethyl-5,7-dimethyl-3-{[2-[2-(2-(triphenyl-methyl)-2H-tetrazol-5-yl)phenyl]quinolin-6-yl]methyl}-3H-imidazo[4,5-b]pyridine), O (water), Cl (hydrochloric acid), [OH-].[Na+] (sodium hydroxide). Run in CO (methanol). Conditions: time 24 hour. Yields the product C(C)C1=NC=2C(=NC(=CC2C)C)N1CC=1C=C2C=CC(=NC2=CC1)C1=C(C=CC=C1)C1=NN=NN1 (2-ethyl-5,7-dimethyl-3-{[2-[2-(1H-tetrazol-5-yl)phenyl]quinolin-6-yl]methyl}-3H-imidazo[4,5-b]pyridine). Yield: 93.0%. Reaction SMILES: [CH2:1]([C:3]1[N:13]([CH2:14][C:15]2[CH:16]=[C:17]3[C:22](=[CH:23][CH:24]=2)[N:21]=[C:20]([C:25]2[CH:30]=[CH:29][CH:28]=[CH:27][C:26]=2[C:31]2[N:32]=[N:33][N:34](C(C4C=CC=CC=4)(C4C=CC=CC=4)C4C=CC=CC=4)[N:35]=2)[CH:19]=[CH:18]3)[C:6]2=[N:7][C:8]([CH3:12])=[CH:9][C:10]([CH3:11])=[C:5]2[N:4]=1)[CH3:2].Cl.[OH-].[Na+].O>CO>[CH2:1]([C:3]1[N:13]([CH2:14][C:15]2[CH:16]=[C:17]3[C:22](=[CH:23][CH:24]=2)[N:21]=[C:20]([C:25]2[CH:30]=[CH:29][CH:28]=[CH:27][C:26]=2[C:31]2[NH:35][N:34]=[N:33][N:32]=2)[CH:19]=[CH:18]3)[C:6]2=[N:7][C:8]([CH3:12])=[CH:9][C:10]([CH3:11])=[C:5]2[N:4]=1)[CH3:2] |f:2.3|. Procedure: 852 mg (1.21 mmol) of 2-ethyl-5,7-dimethyl-3-{[2-[2-(2-(triphenylmethyl)-2H-tetrazol-5-yl)phenyl]quinolin-6-yl]methyl}-3H-imidazo[4.5-b]pyridine obtained in Example 14 were suspended in 12 ml of methanol and 12 ml of concentrated hydrochloric acid were added thereto over an iced water bath. After stirring at room temperature for 24 hours, the reaction mixture was cooled with ice and acidified with a 10 N sodium hydroxide solution. 10 ml of water was added thereto followed by filtration and the f...